describe an organic reaction: reactants, conditions, products, and yield From a dataset of the Open Reaction Database (ORD), a public repository of structured organic reaction records. Starting materials: [N+](=O)([O-])C1=CC=C(C=C1)C(C#C)O (1-(4-Nitro-phenyl)-2-propyn-1-ol), C(#C)[Mg]Cl (ethynylmagnesium chloride), [N+](=O)([O-])C1=CC=C(C=O)C=C1 (4-nitrobenzaldehyde), [Cl-].[NH4+] (ammonium chloride). Reagents/catalysts: [Zn] (zinc). Solvent: CO (methanol), O (H2O). The product is NC1=CC=C(C=C1)C(C#C)O (1-(4-amino-phenyl)-2-propyn-1-ol). Reaction SMILES: [N+:1]([C:4]1[CH:9]=[CH:8][C:7]([CH:10]([OH:13])[C:11]#[CH:12])=[CH:6][CH:5]=1)([O-])=O.C([Mg]Cl)#C.[N+](C1C=CC(C=O)=CC=1)([O-])=O.[Cl-].[NH4+]>CO.[Zn].O>[NH2:1][C:4]1[CH:5]=[CH:6][C:7]([CH:10]([OH:13])[C:11]#[CH:12])=[CH:8][CH:9]=1 |f:3.4|. Procedure: 1-(4-Nitro-phenyl)-2-propyn-1-ol (4.89 mmol) (prepared by the addition of ethynylmagnesium chloride (Aldrich) to 4-nitrobenzaldehyde (Aldrich) according to method A above) was added to 10% H2O in methanol (150 mL) and to this mixture was added zinc dust (44.01 mmol) and ammonium chloride (10.67 mmol). The reaction was heated at reflux for 3 h, at which time the reaction was cooled and the solid was filtered off. The solids were washed extensively with ethyl acetate, and the ethyl acetate and met... Starting materials: N(=O)[O-].[Na+] (NaNO2), Cl[Sn]Cl (SnCl2), OC=1C(N(CCC1C(C(F)(F)F)=O)C1=CC=C(C=C1)I)=O (3-hydroxy-1-(4-iodophenyl)-4-(2,2,2-trifluoroacetyl)-5,6-dihydro-1H-pyridin-2-one), NC=1C=C2CNCC2=CC1 (5-aminoisoindoline). Solvent: O (water), Cl (HCl), CC(=O)O (AcOH), CO (MeOH), Cl (HCl). Conditions: temperature 0 celsius, time 40 minute. Yields the product IC1=CC=CC=C1.C1NCC2=CC(=CC=C12)N1N=C(C2=C1C(N(CC2)C)=O)C(F)(F)F (1-(2,3-dihydro-1H-isoindol-5-yl)-6-methyl-3-trifluoromethyl-1,4,5,6-tetrahydro-pyrazolo[3,4-c]pyridin-7-one; compound with iodo-benzene), CC(=O)O (AcOH). Isolated yield 1599.5%. RXN SMILES: [NH2:1][C:2]1[CH:3]=[C:4]2[C:8](=[CH:9][CH:10]=1)[CH2:7][NH:6][CH2:5]2.[N:11]([O-])=[O:12].[Na+].Cl[Sn]Cl.O[C:19]1[C:20](=[O:38])[N:21]([C:31]2[CH:36]=[CH:35][C:34]([I:37])=[CH:33][CH:32]=2)[CH2:22][CH2:23][C:24]=1[C:25](=[O:30])[C:26]([F:29])([F:28])[F:27]>Cl.O.CO.CC(O)=O>[I:37][C:34]1[CH:35]=[CH:36][CH:31]=[CH:32][CH:33]=1.[CH2:7]1[C:8]2[C:4](=[CH:3][C:2]([N:1]3[C:19]4[C:20](=[O:38])[N:21]([CH3:31])[CH2:22][CH2:23][C:24]=4[C:25]([C:26]([F:29])([F:28])[F:27])=[N:11]3)=[CH:10][CH:9]=2)[CH2:5][NH:6]1.[CH3:26][C:25]([OH:30])=[O:12] |f:1.2,9.10|. Reported procedure: Part C. The 5-aminoisoindoline (700 mg, 4.11 mmol) made above was dissolved in 6 M HCl (4.6 mL) at rt, then cooled to 0° C. A solution of NaNO2 (340 mg, 4.93 mmol) in water (0.8 mL) was added dropwise, maintaining the reaction temperature below 5° C. After 40 min, AcOH (1.4 mL) was added to the mixture, followed by the dropwise addition of SnCl2 (1.79 g, 9.44 mmol) in concentrated HCl (2.7 mL) at 0° C. The mixture was warmed to 10° C. and stirred for 2 h, then a solution of 3-hydroxy-1-(4-iodoph... Reported procedure: To a stirred suspension of 4-nitro-1-phenyl-1H-pyrazole-3-carboxylic acid ethyl ester (240 mg, 0.92 mmol) at rt in ethanol (3 ml) under an argon atmosphere was added 1 N NaOH (1.8 ml). The mixture was stirred for 2 hrs. 3 N HCl was added until pH˜2 was reached. Upon addition of H2O (˜2 ml), the product precipitated out. It was collected by filtration, washed with H2O and dried. Off-white solid (184 mg, 86%). The product is [N+](=O)([O-])C=1C(=NN(C1)C1=CC=CC=C1)C(=O)O (4-Nitro-1-phenyl-1H-pyrazole-3-carboxylic acid). As a reaction SMILES: C([O:3][C:4]([C:6]1[C:10]([N+:11]([O-:13])=[O:12])=[CH:9][N:8]([C:14]2[CH:19]=[CH:18][CH:17]=[CH:16][CH:15]=2)[N:7]=1)=[O:5])C.[OH-].[Na+].Cl.O>C(O)C>[N+:11]([C:10]1[C:6]([C:4]([OH:5])=[O:3])=[N:7][N:8]([C:14]2[CH:19]=[CH:18][CH:17]=[CH:16][CH:15]=2)[CH:9]=1)([O-:13])=[O:12] |f:1.2|. Run in C(C)O (ethanol). The reactants are O (H2O), C(C)OC(=O)C1=NN(C=C1[N+](=O)[O-])C1=CC=CC=C1 (4-nitro-1-phenyl-1H-pyrazole-3-carboxylic acid ethyl ester), Cl (HCl), [OH-].[Na+] (NaOH). Conditions: time 2 hour. Starting materials: COC1=CC=C(CN(C2=NC=C(C=N2)C=2C3=C(N=C(N2)N2CCOCC2)NCC3)CC3=CC=C(C=C3)OC)C=C1 (bis-(4-methoxy-benzyl)-[5-(2-morpholin-4-yl-6,7-dihydro-5H-pyrrolo[2,3-d]pyrimidin-4-yl)-pyrimidin-2-yl]-amine), ClC1=CC(=NC=C1)C(=O)N1CCN(CC1)C ((4-chloro-pyridin-2-yl)-(4-methyl-piperazin-1-yl)-methanone). Product: COC1=CC=C(CN(C2=NC=C(C=N2)C=2C3=C(N=C(N2)N2CCOCC2)N(CC3)C3=CC(=NC=C3)C(=O)N3CCN(CC3)C)CC3=CC=C(C=C3)OC)C=C1 ([4-(4-{2-[bis-(4-methoxy-benzyl)-amino]-pyrimidin-5-yl}-2-morpholin-4-yl-5,6-dihydro-pyrrolo[2,3-d]pyrimidin-7-yl)-pyridin-2-yl]-(4-methyl-piperazin-1-yl)-methanone). Yield: 96.4%. As a reaction SMILES: [CH3:1][O:2][C:3]1[CH:40]=[CH:39][C:6]([CH2:7][N:8]([CH2:30][C:31]2[CH:36]=[CH:35][C:34]([O:37][CH3:38])=[CH:33][CH:32]=2)[C:9]2[N:14]=[CH:13][C:12]([C:15]3[C:16]4[CH2:29][CH2:28][NH:27][C:17]=4[N:18]=[C:19]([N:21]4[CH2:26][CH2:25][O:24][CH2:23][CH2:22]4)[N:20]=3)=[CH:11][N:10]=2)=[CH:5][CH:4]=1.Cl[C:42]1[CH:47]=[CH:46][N:45]=[C:44]([C:48]([N:50]2[CH2:55][CH2:54][N:53]([CH3:56])[CH2:52][CH2:51]2)=[O:49])[CH:43]=1>>[CH3:38][O:37][C:34]1[CH:33]=[CH:32][C:31]([CH2:30][N:8]([CH2:7][C:6]2[CH:5]=[CH:4][C:3]([O:2][CH3:1])=[CH:40][CH:39]=2)[C:9]2[N:10]=[CH:11][C:12]([C:15]3[C:16]4[CH2:29][CH2:28][N:27]([C:42]5[CH:47]=[CH:46][N:45]=[C:44]([C:48]([N:50]6[CH2:51][CH2:52][N:53]([CH3:56])[CH2:54][CH2:55]6)=[O:49])[CH:43]=5)[C:17]=4[N:18]=[C:19]([N:21]4[CH2:26][CH2:25][O:24][CH2:23][CH2:22]4)[N:20]=3)=[CH:13][N:14]=2)=[CH:36][CH:35]=1. Procedure: Using 4-chloropicolinic acid chloride and N-methylpiperazine instead of N-Boc-piperazine, amidation was carried out in the same manner as Step A in Example 1-D-199, to obtain (4-chloro-pyridin-2-yl)-(4-methyl-piperazin-1-yl)-methanone. Using bis-(4-methoxy-benzyl)-[5-(2-morpholin-4-yl-6,7-dihydro-5H-pyrrolo[2,3-d]pyrimidin-4-yl)-pyrimidin-2-yl]-amine (215 mg, 0.398 mmol), and the obtained (4-chloro-pyridin-2-yl)-(4-methyl-piperazin-1-yl)-methanone (105 mg, 0.438 mmol) instead of 4-chloropicolini... The reactants are [C].O=O (carbon oxygen), 156, BrC(C(OC1=CC=C(C=C1)C1=CC=C(C=C1)OC(C(Br)(F)F)(F)F)(F)F)(F)F (4,4'-bis(2-bromotetrafluoroethoxy)biphenyl), 365, 127, 129, 335, 128, 168, 337, 545, 76, 63, 541, 139, 140, 102, 543, 363. The product is FC(=C(F)F)OC1=CC=C(C=C1)C1=CC=C(C=C1)OC(=C(F)F)F (4,4'-BIS(TRIFLUOROVINYLOXY)BIPHENYL). Reaction SMILES: [C].O=O.Br[C:5]([F:31])([F:30])[C:6](F)([F:28])[O:7][C:8]1[CH:13]=[CH:12][C:11]([C:14]2[CH:19]=[CH:18][C:17]([O:20][C:21](F)([F:26])[C:22]([F:25])([F:24])Br)=[CH:16][CH:15]=2)=[CH:10][CH:9]=1>>[F:26][C:21]([O:20][C:17]1[CH:16]=[CH:15][C:14]([C:11]2[CH:12]=[CH:13][C:8]([O:7][C:6]([F:28])=[C:5]([F:30])[F:31])=[CH:9][CH:10]=2)=[CH:19][CH:18]=1)=[C:22]([F:25])[F:24] |f:0.1|. Reported procedure: The system is stirred and purged for 20 minutes, then potassium hydroxide (85% pellets) (322 g, 4.88 mole) is added slowly. The stirred mixture is then heated to 120° C. The temperature is held at 120° C. for 1.5 hours, then the heat is turned off and the mixture is allowed to cool to room temperature. Toluene (600 ml) which has been thoroughly purged with nitrogen is added to the solution and the resulting mixture is heated to reflux (135° C.). Water is azeotropically removed from the reactor t... Reactants: C(C1=CC=CC=C1)OC(CNC([C@@H](NC(=O)OC(C)(C)C)CC(C)C)=O)=O ((Nα -t-Butoxycarbonyl-L-leucyl)glycine benzyl ester), FC(C(=O)O)(F)F (trifluoroacetic acid). Run in C(Cl)Cl (methylene chloride). Conditions: time 2.5 hour. Yields the product C(C1=CC=CC=C1)OC(CNC([C@@H](N)CC(C)C)=O)=O ((L-Leucyl)glycine benzyl ester). The yield is 96.9%. Reaction SMILES: [CH2:1]([O:8][C:9](=[O:27])[CH2:10][NH:11][C:12](=[O:26])[C@H:13]([CH2:22][CH:23]([CH3:25])[CH3:24])[NH:14]C(OC(C)(C)C)=O)[C:2]1[CH:7]=[CH:6][CH:5]=[CH:4][CH:3]=1.FC(F)(F)C(O)=O>C(Cl)Cl>[CH2:1]([O:8][C:9](=[O:27])[CH2:10][NH:11][C:12](=[O:26])[C@H:13]([CH2:22][CH:23]([CH3:24])[CH3:25])[NH2:14])[C:2]1[CH:3]=[CH:4][CH:5]=[CH:6][CH:7]=1. Reported procedure: A stirred solution of 1.29 g of the ester from Example 20 (step A) in 3.5 ml of methylene chloride was treated with 3.5 ml of trifluoroacetic acid and the solution stirred 2.5 hours at ambient temperature. The solution was then concentrated under a stream of nitrogen and the residue dissolved in methylene chloride/diethyl ether. The solution was washed 2 times with saturated aqueous sodium carbonate solution and the organic phase was then dried with sodium sulfate and filtered. Concentration und... Starting materials: N1C(=NC2=C1C=CC=C2)C=2N=CN1C2N=NN(C1=O)C (8-(1H-benzo[d]imidazol-2-yl)-3-methylimidazo[5,1-d][1,2,3,5]tetrazin-4(3H)-one), [H-].[Na+] (sodium hydride), oil, CI (methyl iodide). Run in CN(C)C=O (DMF). Run at time 10 minute. The product is CN1N=NC=2N(C1=O)C=NC2C2=NC1=C(N2C)C=CC=C1 (3-Methyl-8-(1-methyl-1H-benzo[d]imidazol-2-yl)imidazo[5,1-d][1,2,3,5]tetrazin-4(3H)-one). The yield is 55.0%. Reaction SMILES: [NH:1]1[C:5]2[CH:6]=[CH:7][CH:8]=[CH:9][C:4]=2[N:3]=[C:2]1[C:10]1[N:11]=[CH:12][N:13]2[C:18](=[O:19])[N:17]([CH3:20])[N:16]=[N:15][C:14]=12.[H-].[Na+].[CH3:23]I>CN(C=O)C>[CH3:20][N:17]1[C:18](=[O:19])[N:13]2[CH:12]=[N:11][C:10]([C:2]3[N:1]([CH3:23])[C:5]4[CH:6]=[CH:7][CH:8]=[CH:9][C:4]=4[N:3]=3)=[C:14]2[N:15]=[N:16]1 |f:1.2|. Procedure: To a 0° C. solution of 8-(1H-benzo[d]imidazol-2-yl)-3-methylimidazo[5,1-d][1,2,3,5]tetrazin-4(3H)-one (0.54 mmol, 0.144 grams, 1 eq.) in anhydrous DMF (2.5 mL) was added sodium hydride 60% in mineral oil (0.59 mmol, 24 mg, 1.1 eq.) portion-wise. The formed suspension was stirred at low temperature for 10 minutes and methyl iodide (1.07 mmol, 67 μL, 2 eq.) was added into it in one portion. The suspension was stirred over night at room temperature. The reaction mixture was filtered and the obtaine... Starting materials: COC1=CC=C(C=C1)C(C#N)C (2-(4-methoxyphenyl)propionitrile), C(#N)C1(CC1)C=1C=CC(=C(C=O)C1)OC (5-(1-Cyanocyclopropyl)-2-methoxybenzaldehyde). Yields the product C(#N)C(C)C=1C=CC(=C(C=O)C1)OC (5-(1-Cyanoethyl)-2-methoxybenzaldehyde). Reaction SMILES: COC1C=CC(C(C)C#N)=CC=1.[C:13]([C:15]1([C:18]2[CH:19]=[CH:20][C:21]([O:26][CH3:27])=[C:22]([CH:25]=2)[CH:23]=[O:24])C[CH2:16]1)#[N:14]>>[C:13]([CH:15]([C:18]1[CH:19]=[CH:20][C:21]([O:26][CH3:27])=[C:22]([CH:25]=1)[CH:23]=[O:24])[CH3:16])#[N:14]. Reported procedure: This compound was prepared from Compound 13 in the same manner of Compound 2.